This data is from the Open Reaction Database (ORD), a public repository of structured organic reaction records. The task is: describe an organic reaction: reactants, conditions, products, and yield Reactants: O=C1C(=CN=C2N1C=CS2)C(=O)OCC (ethyl 5-oxo-5H-thiazolo[3,2-a]pyrimidine-6-carboxylate), Cl (hydrochloric acid). The product is O=C1C(=CN=C2N1C=CS2)C(=O)O (5-oxo-5H-thiazolo[3,2-a]pyrimidine-6-carboxylic acid). RXN SMILES: [O:1]=[C:2]1[N:7]2[CH:8]=[CH:9][S:10][C:6]2=[N:5][CH:4]=[C:3]1[C:11]([O:13]CC)=[O:12].Cl>>[O:1]=[C:2]1[N:7]2[CH:8]=[CH:9][S:10][C:6]2=[N:5][CH:4]=[C:3]1[C:11]([OH:13])=[O:12]. Procedure details: A mixture of ethyl 5-oxo-5H-thiazolo[3,2-a]pyrimidine-6-carboxylate (11.2g., 50mM) and 2N hydrochloric acid (75ml) was heated under reflux for 5 hours. The reaction mixture was cooled and filtered to give the required product in 79.7% weight yield (7.81g). νmax (KBr disc) 1720 (acid C=O)cm-1 ; λmax (NaHCO3 solution) 232nm (εm 2650), 263nm (εm 2030), 328nm (εm 6000) and 339nm (εm 5400); (Found: C, 43,65; H, 2.26; N, 14.16; S, 16.62%. C7H4N2O3S requires C, 43.87; H, 2.06; N, 14.28; S, 16.32%. Reactants: CC(C)(C)OC(=O)NN, CS(C)=O, Cc1cccc([N+](=O)[O-])c1F. Yields the product Cc1cccc([N+](=O)[O-])c1N(N)C(=O)OC(C)(C)C. RXN SMILES: [C:12]([CH3:13])([CH3:14])([CH3:15])[O:16][C:17](=[O:18])[NH:19][NH2:20].[CH3:21][S:22]([CH3:23])=[O:24].[F:1][c:2]1[c:3]([N+:9](=[O:10])[O-:11])[cH:4][cH:5][cH:6][c:7]1[CH3:8]>>[c:2]1([N:19]([C:17]([O:16][C:12]([CH3:13])([CH3:14])[CH3:15])=[O:18])[NH2:20])[c:3]([N+:9](=[O:10])[O-:11])[cH:4][cH:5][cH:6][c:7]1[CH3:8]. The reactants are C1CCOC1.C1(=CC=CC=C1)C (THF toluene), BrC=1C=C(C=C(C1)C)[Mg]Br ((3-bromo-5-methylphenyl)magnesium bromide), C(C1=CC=CC=C1)N1CCC(=CC1)C(=O)OC (methyl 1-benzyl-1,2,3,6-tetrahydropyridine-4-carboxylate). Run in C1=CC=CC=C1 (benzene). Conditions: temperature -15 celsius, time 2 hour. Yields the product C(C1=CC=CC=C1)N1CC(C(CC1)C(=O)OC)C1=CC(=CC(=C1)C)Br (methyl 1-benzyl-3-(3-bromo5-methyl-phenyl)piperidine-4-carboxylate). Isolated yield 71.1%. RXN SMILES: C1COCC1.C1(C)C=CC=CC=1.[Br:13][C:14]1[CH:15]=[C:16]([Mg]Br)[CH:17]=[C:18]([CH3:20])[CH:19]=1.[CH2:23]([N:30]1[CH2:35][CH:34]=[C:33]([C:36]([O:38][CH3:39])=[O:37])[CH2:32][CH2:31]1)[C:24]1[CH:29]=[CH:28][CH:27]=[CH:26][CH:25]=1>C1C=CC=CC=1>[CH2:23]([N:30]1[CH2:31][CH2:32][CH:33]([C:36]([O:38][CH3:39])=[O:37])[CH:34]([C:16]2[CH:17]=[C:18]([CH3:20])[CH:19]=[C:14]([Br:13])[CH:15]=2)[CH2:35]1)[C:24]1[CH:25]=[CH:26][CH:27]=[CH:28][CH:29]=1 |f:0.1|. Procedure details: A 2.5 M THF/toluene solution of (3-bromo-5-methylphenyl)magnesium bromide (40 mL, 99 mmol) was cooled to −15° C., and methyl 1-benzyl-1,2,3,6-tetrahydropyridine-4-carboxylate (9.85 g, 42.6 mmol) in benzene (17.5 mL) was slowly added for 3 h at −15° C. The reaction mixture was stirred additional 2 h at −15° C. and warmed to 20° C. The reaction was quenched by addition of saturated NH4Cl aqueous solution followed by extraction with EtOAc. The combined organic solution was dried over MgSO4, filtere...